Dataset: the Open Reaction Database (ORD), a public repository of structured organic reaction records. Task: describe an organic reaction: reactants, conditions, products, and yield Reactants: N (ammonia), C(C)C1=C2C=C(C(N(C2=CC(=N1)CC)CC1=CC=C(C=C1)C1=C(C=CC=C1)C=1N=NN(N1)C(C1=CC=CC=C1)(C1=CC=CC=C1)C1=CC=CC=C1)=O)C(=O)OCC (ethyl 5,7-diethyl-2-oxo-1-[(2'-(2-triphenylmethyl-2H-tetrazol-5-yl)biphenyl-4-yl)methyl]-1,2-dihydro-1,6-naphthyridine-3-carboxylate). The solvent is CO (methanol), ClCCl (dichloromethane), ClCCl (Dichloromethane). Reaction conditions: time 3 day. Product: C(C)C1=C2C=C(C(N(C2=CC(=N1)CC)CC1=CC=C(C=C1)C1=C(C=CC=C1)C=1N=NN(N1)C(C1=CC=CC=C1)(C1=CC=CC=C1)C1=CC=CC=C1)=O)C(=O)N (5,7-diethyl-2-oxo-1-[(2'-(2-triphenylmethyl-2H-tetrazol-5-yl)-biphenyl-4-yl)methyl]-1,2-dihydro-1,6-naphthyridine-3-carboxamide). As a reaction SMILES: [NH3:1].[CH2:2]([C:4]1[N:13]=[C:12]([CH2:14][CH3:15])[CH:11]=[C:10]2[C:5]=1[CH:6]=[C:7]([C:54]([O:56]CC)=O)[C:8](=[O:53])[N:9]2[CH2:16][C:17]1[CH:22]=[CH:21][C:20]([C:23]2[CH:28]=[CH:27][CH:26]=[CH:25][C:24]=2[C:29]2[N:30]=[N:31][N:32]([C:34]([C:47]3[CH:52]=[CH:51][CH:50]=[CH:49][CH:48]=3)([C:41]3[CH:46]=[CH:45][CH:44]=[CH:43][CH:42]=3)[C:35]3[CH:40]=[CH:39][CH:38]=[CH:37][CH:36]=3)[N:33]=2)=[CH:19][CH:18]=1)[CH3:3]>CO.ClCCl>[CH2:2]([C:4]1[N:13]=[C:12]([CH2:14][CH3:15])[CH:11]=[C:10]2[C:5]=1[CH:6]=[C:7]([C:54]([NH2:1])=[O:56])[C:8](=[O:53])[N:9]2[CH2:16][C:17]1[CH:18]=[CH:19][C:20]([C:23]2[CH:28]=[CH:27][CH:26]=[CH:25][C:24]=2[C:29]2[N:30]=[N:31][N:32]([C:34]([C:41]3[CH:46]=[CH:45][CH:44]=[CH:43][CH:42]=3)([C:35]3[CH:40]=[CH:39][CH:38]=[CH:37][CH:36]=3)[C:47]3[CH:48]=[CH:49][CH:50]=[CH:51][CH:52]=3)[N:33]=2)=[CH:21][CH:22]=1)[CH3:3]. Reported procedure: Concentrated aqueous ammonia solution (d 0.88) was added dropwise to a solution of ethyl 5,7-diethyl-2-oxo-1-[(2'-(2-triphenylmethyl-2H-tetrazol-5-yl)biphenyl-4-yl)methyl]-1,2-dihydro-1,6-naphthyridine-3-carboxylate (600 mg) in a mixture of methanol (7 ml) and dichloromethane (1.5 ml) until the solution became cloudy. Dichloromethane (2 ml) was added to give a clear solution and the mixture was stirred for 3 days. Volatile material was then removed by evaporation to give 5,7-diethyl-2-oxo-1-[(2'... Starting materials: FC(C=1C=C(CN(C(=O)C=2N=C(C3=CC=CC=C3C2C2=CC=CC=C2)Cl)C)C=C(C1)C(F)(F)F)(F)F (N-[3,5-Bis(trifluoromethyl)benzyl]-1-chloro-N-methyl-4-phenyl-3-isoquinolinecarboxamide), CN (methylamine). Yields the product FC(C=1C=C(CN(C(=O)C=2N=C(C3=CC=CC=C3C2C2=CC=CC=C2)NC)C)C=C(C1)C(F)(F)F)(F)F (N-[3,5-Bis(trifluoromethyl)benzyl]-N-methyl-1-methylamino-4-phenyl-3-isoquinolinecarboxamide). RXN SMILES: [F:1][C:2]([F:36])([F:35])[C:3]1[CH:4]=[C:5]([CH:28]=[C:29]([C:31]([F:34])([F:33])[F:32])[CH:30]=1)[CH2:6][N:7]([CH3:27])[C:8]([C:10]1[N:11]=[C:12](Cl)[C:13]2[C:18]([C:19]=1[C:20]1[CH:25]=[CH:24][CH:23]=[CH:22][CH:21]=1)=[CH:17][CH:16]=[CH:15][CH:14]=2)=[O:9].[CH3:37][NH2:38]>>[F:1][C:2]([F:36])([F:35])[C:3]1[CH:4]=[C:5]([CH:28]=[C:29]([C:31]([F:34])([F:33])[F:32])[CH:30]=1)[CH2:6][N:7]([CH3:27])[C:8]([C:10]1[N:11]=[C:12]([NH:38][CH3:37])[C:13]2[C:18]([C:19]=1[C:20]1[CH:25]=[CH:24][CH:23]=[CH:22][CH:21]=1)=[CH:17][CH:16]=[CH:15][CH:14]=2)=[O:9]. Procedure: The compound obtained in Example 275 was reacted with methylamine by a method similar to Example 271 to yield the title compound as colorless crystals. The reactants are CC1(NC(CC(C1)=C1CC(NC(C1)(C)C)(C)C)(C)C)C (2,2,2',2',6,6,6',6'-octamethyl-4,4'-bipiperidylidene), 100g, C1CO1 (ethylene oxide), Cl (hydrochloric acid), C(C)O (ethanol). Reaction conditions: time 10 hour. The product is OCCN1C(CC(CC1(C)C)=C1CC(N(C(C1)(C)C)CCO)(C)C)(C)C (1,1'-bis(2-hydroxyethyl)-2,2,2',2',6,6,6',6'-octamethyl-4,4'-bipiperidylidene). Reaction SMILES: [CH3:1][C:2]1([CH3:20])[CH2:7][C:6](=[C:8]2[CH2:13][C:12]([CH3:15])([CH3:14])[NH:11][C:10]([CH3:17])([CH3:16])[CH2:9]2)[CH2:5][C:4]([CH3:19])([CH3:18])[NH:3]1.[CH2:21]1[O:23][CH2:22]1.Cl.[CH2:25]([OH:27])[CH3:26]>>[OH:27][CH2:25][CH2:26][N:11]1[C:10]([CH3:17])([CH3:16])[CH2:9][C:8](=[C:6]2[CH2:5][C:4]([CH3:19])([CH3:18])[N:3]([CH2:22][CH2:21][OH:23])[C:2]([CH3:20])([CH3:1])[CH2:7]2)[CH2:13][C:12]1([CH3:15])[CH3:14]. Procedure details: A mixture of 41.7 g of 2,2,2',2',6,6,6',6'-octamethyl-4,4'-bipiperidylidene, 100g of ethylene oxide, 700 ml of ethanol and 0.06 g of concentrated hydrochloric acid was stirred at 105°-110° C for 10 hours in an autoclave. After completion of the reaction, the reaction mixture was concentrated, and the resulting residue was recrystallized from benzene, to give 37.2 g of the desired product as white crystals melting at 226.5°-227.5° C. The reactants are C(C)(=O)OCCOC1=CC=2C(C3=CC=C(C=C3OC2C=C1)C1=NN=NN1)=O (2-(2-Acetoxyethoxy)-6-(5-tetrazolyl)xanthone), [OH-].[Na+] (sodium hydroxide), Cl (hydrochloric acid). Solvent: O (water). Product: OCCOC1=CC=2C(C3=CC=C(C=C3OC2C=C1)C1=NN=NN1)=O (2-(2-Hydroxyethoxy)-6-(5-tetrazolyl)xanthone). RXN SMILES: C([O:4][CH2:5][CH2:6][O:7][C:8]1[CH:21]=[CH:20][C:19]2[O:18][C:17]3[C:12](=[CH:13][CH:14]=[C:15]([C:22]4[NH:26][N:25]=[N:24][N:23]=4)[CH:16]=3)[C:11](=[O:27])[C:10]=2[CH:9]=1)(=O)C.[OH-].[Na+].Cl>O>[OH:4][CH2:5][CH2:6][O:7][C:8]1[CH:21]=[CH:20][C:19]2[O:18][C:17]3[C:12](=[CH:13][CH:14]=[C:15]([C:22]4[NH:26][N:25]=[N:24][N:23]=4)[CH:16]=3)[C:11](=[O:27])[C:10]=2[CH:9]=1 |f:1.2|. Procedure: 2-(2-Acetoxyethoxy)-6-(5-tetrazolyl)xanthone (1.0 g) was boiled under reflux with a solution of sodium hydroxide (2.0 g) in water (20 ml) for 2.5 h. The solution was cooled and poured into excess aqueous hydrochloric acid and the precipitated product filtered off, washed with water, and dried. Recrystallisation from dimethylformamide gave the title compound, m.p. 270° C. (decomposes). Starting materials: ClC1=CC(=C(C2=C1C=CC(O2)(C)C)N=C=O)F (5-chloro-2,2-dimethyl-7-fluoro-2H-1-benzopyran-8-yl isocyanate), [H-].[Na+] (sodium hydride), N\C(=C/C(=O)OCC)\C(F)(F)F (ethyl 3-amino-4,4,4-trifluorocrotonate), CI (methyl iodide), C([O-])([O-])=O.[K+].[K+] (potassium carbonate). Solvent: O1CCCC1 (tetrahydrofuran). Product: ClC1=CC(=C(C2=C1C=CC(O2)(C)C)N2C(N(C(=CC2=O)C(F)(F)F)C)=O)F (3-(5-chloro-2,2-dimethyl-7-fluoro-2H-1-benzopyran-8-yl)-1-methyl-6-trifluoromethyluracil). Isolated yield 74.1%. RXN SMILES: [Cl:1][C:2]1[C:7]2[CH:8]=[CH:9][C:10]([CH3:13])([CH3:12])[O:11][C:6]=2[C:5]([N:14]=[C:15]=[O:16])=[C:4]([F:17])[CH:3]=1.[H-].[Na+].[NH2:20]/[C:21](/[C:28]([F:31])([F:30])[F:29])=[CH:22]\[C:23](OCC)=[O:24].CI.[C:34](=O)([O-])[O-].[K+].[K+]>O1CCCC1>[Cl:1][C:2]1[C:7]2[CH:8]=[CH:9][C:10]([CH3:13])([CH3:12])[O:11][C:6]=2[C:5]([N:14]2[C:23](=[O:24])[CH:22]=[C:21]([C:28]([F:31])([F:30])[F:29])[N:20]([CH3:34])[C:15]2=[O:16])=[C:4]([F:17])[CH:3]=1 |f:1.2,5.6.7|. Procedure: By the method of Example 1, Step G, 1.4 grams (0.005 mole) of 5-chloro-2,2-dimethyl-7-fluoro-2H-1-benzopyran-8-yl isocyanate was reacted with 0.3 gram (0.008 mole) of sodium hydride and 1.1 grams (0.006 mole) of ethyl 3-amino-4,4,4-trifluorocrotonate in 100 mL of tetrahydrofuran. Subsequently, 1.6 grams (0.011 mole) of methyl iodide and 1.5 grams (0.011 mole) of potassium carbonate were reacted with the product of the first reaction. The crude reaction product was purified by column chromatograp... Starting materials: CCC=CCC=CCC=CCC=CCC=CCC=CCCC(=O)O, COc1cc(CN)ccc1O, COc1cc(CN)ccc1O, Cl, [Na+], [OH-], O. The product is CCC=CCC=CCC=CCC=CCC=CCC=CCCC(=O)NCc1ccc(O)c(OC)c1. RXN SMILES: [C:12]([CH2:13][CH2:14][CH:15]=[CH:16][CH2:17][CH:18]=[CH:19][CH2:20][CH:21]=[CH:22][CH2:23][CH:24]=[CH:25][CH2:26][CH:27]=[CH:28][CH2:29][CH:30]=[CH:31][CH2:32][CH3:33])(=[O:34])[OH:35].[CH2:1]([c:2]1[cH:3][c:4]([O:5][CH3:6])[c:7]([OH:8])[cH:9][cH:10]1)[NH2:11].[CH2:37]([NH2:38])[c:39]1[cH:40][cH:41][c:42]([OH:43])[c:44]([O:45][CH3:46])[cH:47]1.[ClH:36].[Na+:49].[OH-:48].[OH2:50]>>[CH2:1]([c:2]1[cH:3][c:4]([O:5][CH3:6])[c:7]([OH:8])[cH:9][cH:10]1)[NH:11][C:12]([CH2:13][CH2:14][CH:15]=[CH:16][CH2:17][CH:18]=[CH:19][CH2:20][CH:21]=[CH:22][CH2:23][CH:24]=[CH:25][CH2:26][CH:27]=[CH:28][CH2:29][CH:30]=[CH:31][CH2:32][CH3:33])=[O:34]. The reactants are C(CCC)[Li] (n-butyllithium), C(C)(C)(C)C=1C=C(C(C1)=C(C1=CC=CC=C1)C1=CC=CC=C1)C (3-tert-butyl-1-methyl-6,6-diphenylfulvene), C(C)(C)(C)C1=CC=2CC3=CC(=CC=C3C2C=C1)C(C)(C)C (2,7-di-tert-butylfluorene), Cl (hydrochloric acid), resultant solution. Run in CCCCCC (hexane), C(C)OCC (diethyl ether), C(C)OCC (diethyl ether), C(C)OCC (diethyl ether). Product: C(C)(C)(C)C1=CC(C(=C1)C)C(C1=CC=CC=C1)(C1=CC=CC=C1)C1=C(C=CC=2C3=CC=C(C=C3CC12)C(C)(C)C)C(C)(C)C ((3-tert-butyl-5-methyl-cyclopentadienyl)(2,7-di-tert-butyl-fluorenyl)diphenylmethane). Yield: 31.3%. Reaction SMILES: [C:1]([C:5]1[CH:17]=[CH:16][C:15]2[C:14]3[C:9](=[CH:10][C:11]([C:18]([CH3:21])([CH3:20])[CH3:19])=[CH:12][CH:13]=3)[CH2:8][C:7]=2[CH:6]=1)([CH3:4])([CH3:3])[CH3:2].C([Li])CCC.[C:27]([C:31]1[CH:32]=[C:33]([CH3:49])[C:34](=[C:36]([C:43]2[CH:48]=[CH:47][CH:46]=[CH:45][CH:44]=2)[C:37]2[CH:42]=[CH:41][CH:40]=[CH:39][CH:38]=2)[CH:35]=1)([CH3:30])([CH3:29])[CH3:28].Cl>C(OCC)C.CCCCCC>[C:27]([C:31]1[CH:32]=[C:33]([CH3:49])[CH:34]([C:36]([C:10]2[C:9]3[CH2:8][C:7]4[C:15](=[CH:16][CH:17]=[C:5]([C:1]([CH3:4])([CH3:3])[CH3:2])[CH:6]=4)[C:14]=3[CH:13]=[CH:12][C:11]=2[C:18]([CH3:21])([CH3:20])[CH3:19])([C:37]2[CH:38]=[CH:39][CH:40]=[CH:41][CH:42]=2)[C:43]2[CH:44]=[CH:45][CH:46]=[CH:47][CH:48]=2)[CH:35]=1)([CH3:28])([CH3:29])[CH3:30]. Procedure: A 200-ml three-necked flask equipped with a magnetic stirring bar and a three-way cock was sufficiently purged with nitrogen, and then 2.53 g (9.10 mmol) of 2,7-di-tert-butylfluorene was dissolved in 70 ml of dehydrated diethyl ether under a nitrogen atmosphere. To this solution was added 6.4 ml of a hexane solution of n-butyllithium (1.56 M: 9.98 mmol) gradually dropwise in an ice bath, and the resultant solution was stirred overnight at room temperature. To the reaction solution was added a so... The reactants are C=CCBr, CC(C)=O, [K+], [K+], O=C([O-])[O-], Oc1ccc2c(c1)CCS2. The product is C=CCOc1ccc2c(c1)CCS2. As a reaction SMILES: [CH2:17]([CH:18]=[CH2:19])[Br:20].[CH3:21][C:22](=[O:23])[CH3:24].[K+:11].[K+:12].[O-:13][C:14]([O-:15])=[O:16].[OH:1][c:2]1[cH:3][cH:4][c:5]2[c:6]([cH:10]1)[CH2:7][CH2:8][S:9]2>>[O:1]([c:2]1[cH:3][cH:4][c:5]2[c:6]([cH:10]1)[CH2:7][CH2:8][S:9]2)[CH2:19][CH:18]=[CH2:17].